This data is from the Open Reaction Database (ORD), a public repository of structured organic reaction records. The task is: describe an organic reaction: reactants, conditions, products, and yield Run in O1CCCC1 (tetrahydrofuran), O1CCCC1 (tetrahydrofuran). The reactants are C(C1=CC=CC=C1)OC=1C=C(C=CC1Br)C(C)(CCCCCC)C (2-(3-benzyloxy-4-bromophenyl)-2-methyloctane), C(C)OC1=CC(CCC1)=O (3-ethoxy-2-cyclohexen-1-one), 70-80, [Mg] (magnesium). Product: C(C1=CC=CC=C1)OC1=C(C=CC(=C1)C(CCCCCC)(C)C)C1=CC(CCC1)=O (3-[2-Benzyloxy-4-(1,1-Dimethylheptyl)phenyl]cyclohex-2enone). Conditions: temperature 0 celsius, time 30 minute. Isolated yield 54.0%. Procedure: A solution of 3.89 g. (10 mmoles) of 2-(3-benzyloxy-4-bromophenyl)-2-methyloctane in 10 ml. of tetrahydrofuran was slowly added to 360 mg. (14.4 mmoles) of 70-80 mesh magnesium metal. The resulting mixture was refluxed for 30 minutes and then cooled to 0° C. To this solution was slowly added a solution of 1.40 g. (10 mmoles) of 3-ethoxy-2-cyclohexen-1-one in 3 ml. of tetrahydrofuran. The reaction mixture was stirred for 30 minutes at 0° C. and then quenched by the addition of 20 ml. of 1 N sulfu... Reaction SMILES: [CH2:1]([O:8][C:9]1[CH:10]=[C:11]([C:16]([CH3:24])([CH2:18][CH2:19][CH2:20][CH2:21][CH2:22][CH3:23])[CH3:17])[CH:12]=[CH:13][C:14]=1Br)[C:2]1[CH:7]=[CH:6][CH:5]=[CH:4][CH:3]=1.[Mg].C([O:28][C:29]1[CH2:34][CH2:33][CH2:32][C:31](=O)[CH:30]=1)C>O1CCCC1>[CH2:1]([O:8][C:9]1[CH:10]=[C:11]([C:16]([CH3:24])([CH3:17])[CH2:18][CH2:19][CH2:20][CH2:21][CH2:22][CH3:23])[CH:12]=[CH:13][C:14]=1[C:31]1[CH2:32][CH2:33][CH2:34][C:29](=[O:28])[CH:30]=1)[C:2]1[CH:7]=[CH:6][CH:5]=[CH:4][CH:3]=1. The reactants are [N+](=O)([O-])C1=CC=C(OC2=CC=C(C=C2)S(=O)(=O)Cl)C=C1 (4-(4-Nitrophenoxy)benzenesulphonyl chloride), C1(CCCCC1)N (cyclohexylamine), C([O-])([O-])=O.[K+].[K+] (potassium carbonate). The solvent is CC(=O)C (acetone). Run at time 8 hour. The product is [N+](=O)([O-])C1=CC=C(OC2=CC=C(C=C2)S(=O)(=O)NC2CCCCC2)C=C1 (4-(4-nitrophenoxy)-N-cyclohexylbenzenesulphonamide). As a reaction SMILES: [N+:1]([C:4]1[CH:20]=[CH:19][C:7]([O:8][C:9]2[CH:14]=[CH:13][C:12]([S:15](Cl)(=[O:17])=[O:16])=[CH:11][CH:10]=2)=[CH:6][CH:5]=1)([O-:3])=[O:2].[CH:21]1([NH2:27])[CH2:26][CH2:25][CH2:24][CH2:23][CH2:22]1.C(=O)([O-])[O-].[K+].[K+]>CC(C)=O>[N+:1]([C:4]1[CH:20]=[CH:19][C:7]([O:8][C:9]2[CH:14]=[CH:13][C:12]([S:15]([NH:27][CH:21]3[CH2:26][CH2:25][CH2:24][CH2:23][CH2:22]3)(=[O:17])=[O:16])=[CH:11][CH:10]=2)=[CH:6][CH:5]=1)([O-:3])=[O:2] |f:2.3.4|. Procedure details: 4-(4-Nitrophenoxy)benzenesulphonyl chloride (Example 1) (18.8 g), cyclohexylamine (6.5 g), anhydrous potassium carbonate (8.3 g) and acetone (100 ml) were refluxed together for 4 hours. On concentration and addition of water, an oil separated which solidified overnight. From ethanol on addition of light petroleum (b.p. 60°-80° C.), 4-(4-nitrophenoxy)-N-cyclohexylbenzenesulphonamide was obtained in the form of crystals, m.p. 94° C. Starting materials: BrC1=CC=C(C=C1)CC(=O)C=1N(C=C(N1)CC(C)(C)C)S(=O)(=O)N(C)C (2-[(4-bromophenyl)acetyl]-4-(2,2-dimethylpropyl)-N,N-dimethyl-1H-imidazole-1-sulfonamide), BrC1=CC=C(C=C1)CC(=O)C=1N(C=C(N1)CC(C)(C)C)S(=O)(=O)N(C)C (2-[(4-bromophenyl)acetyl]-4-(2,2-dimethylpropyl)-N,N-dimethyl-1H-imidazole-1-sulfonamide), N1N=CC=C1 (pyrazole), C([O-])([O-])=O.[K+].[K+] (potassium carbonate), CN[C@H]1[C@@H](CCCC1)NC (rac-trans-N,N′-dimethylcyclohexane-1,2-diamine). The reagents and catalysts are [Cu]I (copper (I) iodide). Solvent: C1(=CC=CC=C1)C (toluene). The product is CC(CC=1N=C(N(C1)S(=O)(=O)N(C)C)C(CC1=CC=C(C=C1)N1N=CC=C1)=O)(C)C (4-(2,2-dimethylpropyl)-N,N-dimethyl-2-{[4-(1H-pyrazol-1-yl)phenyl]acetyl}-1H-imidazole-1-sulfonamide). Reaction SMILES: Br[C:2]1[CH:7]=[CH:6][C:5]([CH2:8][C:9]([C:11]2[N:12]([S:21]([N:24]([CH3:26])[CH3:25])(=[O:23])=[O:22])[CH:13]=[C:14]([CH2:16][C:17]([CH3:20])([CH3:19])[CH3:18])[N:15]=2)=[O:10])=[CH:4][CH:3]=1.[NH:27]1[CH:31]=[CH:30][CH:29]=[N:28]1.C(=O)([O-])[O-].[K+].[K+].CN[C@@H]1CCCC[C@H]1NC>C1(C)C=CC=CC=1.[Cu]I>[CH3:18][C:17]([CH3:20])([CH3:19])[CH2:16][C:14]1[N:15]=[C:11]([C:9](=[O:10])[CH2:8][C:5]2[CH:6]=[CH:7][C:2]([N:27]3[CH:31]=[CH:30][CH:29]=[N:28]3)=[CH:3][CH:4]=2)[N:12]([S:21]([N:24]([CH3:26])[CH3:25])(=[O:23])=[O:22])[CH:13]=1 |f:2.3.4|. Procedure details: 2-[(4-bromophenyl)acetyl]-4-(2,2-dimethylpropyl)-N,N-dimethyl-1H-imidazole-1-sulfonamide (Intermediate 7) (1 g, 2.261 mmol) was added to a stirred, ambient temperature mixture of pyrazole (0.146 g, 2.148 mmol), potassium carbonate (0.656 g, 4.75 mmol), rac-trans-N,N′-dimethylcyclohexane-1,2-diamine (0.064 g, 0.452 mmol) and copper (I) iodide (0.022 g, 0.113 mmol) in toluene (2.5 mL). After stirring at reflux overnight, the reaction mixture was partitioned between water and ethyl acetate. The org... Reactants: C(C1=CC=CC=C1)N1CC(C(C1)C(F)(F)F)C=O (1-benzyl-3-(RS)-formyl-4-(RS)-trifluoromethylpyrrolidine), FC1=CC=C(C=C1)C1CCNCC1 (4-(4-Fluorophenyl)piperidine), C(C)(=O)O[BH-](OC(C)=O)OC(C)=O.[Na+] (sodium triacetoxyborohydride). The solvent is ClC(C)Cl (dichloroethane). Run at time 18 hour. Product: C(C1=CC=CC=C1)N1CC(C(C1)C(F)(F)F)CN1CCC(CC1)C1=CC=C(C=C1)F (1-Benzyl-3-(RS)-(4-(4-fluorophenyl)piperidinylmethyl)-4-(SR)-(trifluoromethyl)pyrrolidine). Yield: 702.8%. RXN SMILES: [CH2:1]([N:8]1[CH2:12][CH:11]([C:13]([F:16])([F:15])[F:14])[CH:10]([CH:17]=O)[CH2:9]1)[C:2]1[CH:7]=[CH:6][CH:5]=[CH:4][CH:3]=1.[F:19][C:20]1[CH:25]=[CH:24][C:23]([CH:26]2[CH2:31][CH2:30][NH:29][CH2:28][CH2:27]2)=[CH:22][CH:21]=1.C(O[BH-](OC(=O)C)OC(=O)C)(=O)C.[Na+]>ClC(Cl)C>[CH2:1]([N:8]1[CH2:12][CH:11]([C:13]([F:16])([F:15])[F:14])[CH:10]([CH2:17][N:29]2[CH2:30][CH2:31][CH:26]([C:23]3[CH:22]=[CH:21][C:20]([F:19])=[CH:25][CH:24]=3)[CH2:27][CH2:28]2)[CH2:9]1)[C:2]1[CH:7]=[CH:6][CH:5]=[CH:4][CH:3]=1 |f:2.3|. Reported procedure: To a solution of 1.46 g (5.6 mmol) of 1-benzyl-3-(RS)-formyl-4-(RS)-trifluoromethylpyrrolidine and 0.13 g (0.67 mmol) of 4-(4-fluorophenyl) piperidine (Example 1, Step 1) in 30 mL of dichloroethane at rt was added 2.37 g (11.2 mmol) of sodium triacetoxyborohydride. After stirring for 18 h at rt, the reaction mixture was partitioned between CH2Cl2 and sat'd NaHCO3. The organic fraction was dried over Na2SO4, filtered and the filtrate was concentrated. The residue was purified by chomatography (si... Starting materials: C=C1CN(C(=O)OC(C)(C)C)C1, CC(C)O, ClC(Cl)Cl, [Na+], O=C([O-])O, O=C(OO)c1cccc(Cl)c1. Product: CC(C)(C)OC(=O)N1CC2(CO2)C1. RXN SMILES: [CH2:1]=[C:2]1[CH2:3][N:4]([C:6](=[O:7])[O:8][C:9]([CH3:10])([CH3:11])[CH3:12])[CH2:5]1.[CH:33]([OH:34])([CH3:35])[CH3:36].[Cl:13][CH:14]([Cl:15])[Cl:16].[Na+:32].[O-:28][C:29]([OH:30])=[O:31].[OH:17][O:18][C:19]([c:20]1[cH:21][c:22]([Cl:23])[cH:24][cH:25][cH:26]1)=[O:27]>>[CH2:1]1[C:2]2([CH2:3][N:4]([C:6](=[O:7])[O:8][C:9]([CH3:10])([CH3:11])[CH3:12])[CH2:5]2)[O:17]1. The reactants are O=C(O)CCc1ccc(Cl)cc1, O=S(Cl)Cl. Product: OCCCc1ccc(Cl)cc1. As a reaction SMILES: [Cl:1][c:2]1[cH:3][cH:4][c:5]([CH2:8][CH2:9][C:10](=[O:11])[OH:12])[cH:6][cH:7]1.[S:13]([Cl:14])([Cl:15])=[O:16]>>[Cl:1][c:2]1[cH:3][cH:4][c:5]([CH2:8][CH2:9][CH2:10][OH:11])[cH:6][cH:7]1. Reaction SMILES: [Br-:2].[CH3:21][CH2:22][OH:23].[Cl:3][c:4]1[cH:5][cH:6][c:7]([C:8]([S:9][CH2:10][C:11]#[N:12])=[N+:13]2[CH2:14][CH2:15][CH2:16][CH2:17][CH2:18]2)[cH:19][cH:20]1.[SH2:1]>>[S:1]=[C:8]([c:7]1[cH:6][cH:5][c:4]([Cl:3])[cH:20][cH:19]1)[S:9][CH2:10][C:11]#[N:12]. Yields the product N#CCSC(=S)c1ccc(Cl)cc1. Reactants: [Br-], CCO, N#CCSC(c1ccc(Cl)cc1)=[N+]1CCCCC1, S.